This data is from the Open Reaction Database (ORD), a public repository of structured organic reaction records. The task is: describe an organic reaction: reactants, conditions, products, and yield Starting materials: N1[C@H](C(=O)O)CCC1 (proline), 1X, peptide, NC(=O)N (urea), amino, Peptide, C(=O)O (formic acid), C(=O)O (formic acid), NC(=O)N (urea), SDS polyacrylamide. Solvent: Cl.NC(=N)N (guanidine hydrochloride), O (water), O (water). The product is N[C@@H](CC(O)=O)C(=O)O (Asp). Reaction SMILES: NC(N)=O.[CH:5]([OH:7])=[O:6].[NH:8]1CC[CH2:13][C@H:9]1[C:10]([OH:12])=[O:11]>O.Cl.NC(N)=N>[NH2:8][C@H:9]([C:10]([OH:12])=[O:11])[CH2:13][C:5](=[O:7])[OH:6] |f:4.5|. Reported procedure: An aliquot (30 ul) of the urea soluble fraction was diluted with ten volumes of water, and the insoluble fusion protein was pelleted by centrifugation. The protein was then dissolved in 30 ul of 6M guanidine hydrochloride, and 70 ul 98% formic acid added (Digestion 1). In a parallel experiment, 70 ul 98% formic acid was added to an aliquot (30 ul) of the urea fraction directly (Digestion 2). Following two days incubation at 42° C., ten volumes of water were added, and the insoluble proteins were...